This data is from the Open Reaction Database (ORD), a public repository of structured organic reaction records. The task is: describe an organic reaction: reactants, conditions, products, and yield Reactants: O=CC1CN(C(CC2CCC2)C(=O)O)CC1c1ccsc1, Cl, Fc1ccc(CCCC2CCNCC2)cc1. The product is O=C(O)C(CC1CCC1)N1CC(CN2CCC(CCCc3ccc(F)cc3)CC2)C(c2ccsc2)C1. As a reaction SMILES: [CH:1](=[O:2])[CH:3]1[CH2:4][N:5]([CH:13]([C:14](=[O:15])[OH:16])[CH2:17][CH:18]2[CH2:19][CH2:20][CH2:21]2)[CH2:6][CH:7]1[c:8]1[cH:9][s:10][cH:11][cH:12]1.[ClH:38].[F:22][c:23]1[cH:24][cH:25][c:26]([CH2:29][CH2:30][CH2:31][CH:32]2[CH2:33][CH2:34][NH:35][CH2:36][CH2:37]2)[cH:27][cH:28]1>>[CH2:1]([CH:3]1[CH2:4][N:5]([CH:13]([C:14](=[O:15])[OH:16])[CH2:17][CH:18]2[CH2:19][CH2:20][CH2:21]2)[CH2:6][CH:7]1[c:8]1[cH:9][s:10][cH:11][cH:12]1)[N:35]1[CH2:34][CH2:33][CH:32]([CH2:31][CH2:30][CH2:29][c:26]2[cH:25][cH:24][c:23]([F:22])[cH:28][cH:27]2)[CH2:37][CH2:36]1. Reactants: IC1=C2/C(/C(NC2=CC=C1)=O)=C/C=1NC=CC1 ((Z)-1,3-dihydro-4-iodo-3-[(1H-pyrrol-2-yl)methylene]-2H-indol-2-one), IC1=C2/C(/C(NC2=CC=C1)=O)=C/C=1NC=CC1 ((Z)-1,3-dihydro-4-iodo-3-[(1H-pyrrol-2-yl)methylene]-2H-indol-2-one), C(=O)([O-])[O-].[K+].[K+] (K2CO3), FC(C=1C=C(C=CC1)B(O)O)(F)F (3-(trifluoromethyl)phenylboronic acid). The reagents and catalysts are C=1C=CC(=CC1)[P](C=2C=CC=CC2)(C=3C=CC=CC3)[Pd]([P](C=4C=CC=CC4)(C=5C=CC=CC5)C=6C=CC=CC6)([P](C=7C=CC=CC7)(C=8C=CC=CC8)C=9C=CC=CC9)[P](C=1C=CC=CC1)(C=1C=CC=CC1)C=1C=CC=CC1 ((Ph3P)4Pd). Run in COCCOC (1,2-dimethoxyethane). Product: N1C(=CC=C1)\C=C\1/C(NC2=CC=CC(=C12)C1=CC(=CC=C1)C(F)(F)F)=O ((Z)-1,3-dihydro-3-[(1H-pyrrol-2-yl)methylene]-4-(3-trifluoromethylphenyl)-2H-indol-2-one). Isolated yield 57.1%. RXN SMILES: I[C:2]1[CH:10]=[CH:9][CH:8]=[C:7]2[C:3]=1/[C:4](=[CH:12]/[C:13]1[NH:14][CH:15]=[CH:16][CH:17]=1)/[C:5](=[O:11])[NH:6]2.C([O-])([O-])=O.[K+].[K+].[F:24][C:25]([F:36])([F:35])[C:26]1[CH:27]=[C:28](B(O)O)[CH:29]=[CH:30][CH:31]=1>C1C=CC([P]([Pd]([P](C2C=CC=CC=2)(C2C=CC=CC=2)C2C=CC=CC=2)([P](C2C=CC=CC=2)(C2C=CC=CC=2)C2C=CC=CC=2)[P](C2C=CC=CC=2)(C2C=CC=CC=2)C2C=CC=CC=2)(C2C=CC=CC=2)C2C=CC=CC=2)=CC=1.COCCOC>[NH:14]1[CH:15]=[CH:16][CH:17]=[C:13]1/[CH:12]=[C:4]1\[C:5](=[O:11])[NH:6][C:7]2[C:3]\1=[C:2]([C:30]1[CH:29]=[CH:28][CH:27]=[C:26]([C:25]([F:36])([F:35])[F:24])[CH:31]=1)[CH:10]=[CH:9][CH:8]=2 |f:1.2.3,^1:40,42,61,80|. Procedure: A suspension of (Z)-1,3-dihydro-4-iodo-3-[(1H-pyrrol-2-yl)methylene]-2H-indol-2-one (30 mg, 0.089 mmol) (Starting Material 1), K2CO3 (25 mg, 0.180 mmol), (Ph3P)4Pd (5 mg, 0.004 mmol) (Aldrich), and 3-(trifluoromethyl)phenylboronic acid (20 mg, 0.110 mmol) (Aldrich) in 2.5 mL of a 1.5:1 mixture of 1,2-dimethoxyethane:distilled water was heated at reflux under a nitrogen atmosphere for 14 h. The reaction mixture was allowed to cool to room temperature and then directly purified by flash chromatogr... Reactants: BrC(C(=O)C=1C(=CC(=NC1)C)C)C (2-bromo-1-(2,4-dimethyl-5-pyridyl)-1-propanone), C1(CC1)C(N(C(=S)N)CCC)C1CC1 (N-(dicyclopropylmethyl)-N-propylthiourea), NC(=S)N (thiourea), ketone, C1(CC1)C(N(C(=S)N)CCC)C1CC1 (N-(dicyclopropylmethyl)-N-propylthiourea). Yields the product CC1=NC=C(C(=C1)C)C=1N=C(SC1C)N(CCC)C(C1CC1)C1CC1 (4-(2,4-dimethyl-5-pyridyl)-5-methyl-2-[N-(dicyclopropylmethyl)-N-propylamino]thiazole). RXN SMILES: Br[CH:2]([CH3:13])[C:3]([C:5]1[C:6]([CH3:12])=[CH:7][C:8]([CH3:11])=[N:9][CH:10]=1)=O.[CH:14]1([CH:17]([CH:25]2[CH2:27][CH2:26]2)[N:18]([CH2:22][CH2:23][CH3:24])[C:19]([NH2:21])=[S:20])[CH2:16][CH2:15]1.NC(N)=S>>[CH3:11][C:8]1[CH:7]=[C:6]([CH3:12])[C:5]([C:3]2[N:21]=[C:19]([N:18]([CH:17]([CH:25]3[CH2:27][CH2:26]3)[CH:14]3[CH2:15][CH2:16]3)[CH2:22][CH2:23][CH3:24])[S:20][C:2]=2[CH3:13])=[CH:10][N:9]=1. Procedure: This compound was prepared according to the process described in Example 1, Step A, using 2-bromo-1-(2,4-dimethyl-5-pyridyl)-1-propanone (Coapound 27) as the ketone and N-(dicyclopropylmethyl)-N-propylthiourea (Compound 66) as the thiourea.